From a dataset of the Open Reaction Database (ORD), a public repository of structured organic reaction records. describe an organic reaction: reactants, conditions, products, and yield The yield is 69.2%. Solvent: C1CCOC1 (THF). As a reaction SMILES: [CH3:1][O:2][CH2:3][CH2:4][O:5][C:6]1[CH:14]=[C:13]2[C:9]([CH:10]=[CH:11][NH:12]2)=[CH:8][CH:7]=1.[F:15][C:16]1[C:21](/[CH:22]=[CH:23]/[N+:24]([O-:26])=[O:25])=[CH:20][CH:19]=[CH:18][C:17]=1[NH:27][C:28](=[O:37])[O:29][CH2:30][C:31]1[CH:36]=[CH:35][CH:34]=[CH:33][CH:32]=1>C1COCC1>[F:15][C:16]1[C:21]([CH:22]([C:10]2[C:9]3[C:13](=[CH:14][C:6]([O:5][CH2:4][CH2:3][O:2][CH3:1])=[CH:7][CH:8]=3)[NH:12][CH:11]=2)[CH2:23][N+:24]([O-:26])=[O:25])=[CH:20][CH:19]=[CH:18][C:17]=1[NH:27][C:28](=[O:37])[O:29][CH2:30][C:31]1[CH:36]=[CH:35][CH:34]=[CH:33][CH:32]=1. Run at temperature 125 celsius. Reported procedure: 6-(2-Methoxyethoxy)-1H-indole (1.198 g, 6.26 mmol) and (E)-benzyl 2-fluoro-3-(2-nitrovinyl)phenylcarbamate (1.651 g, 5.22 mmol) were dissolved in THF (50 mL) and concentrated in vacuo, and the mixture was heated at 125° C. overnight. The reaction was cooled to room temperature, and the crude product was purified by flash chromatography (solid loading) using an ISCO 220 g column eluting with 15-75% EtOAc/hexanes to give the desired product (1.888 g, 3.61 mmol, 69.2% yield) as a light orange foam. Reactants: COCCOC1=CC=C2C=CNC2=C1 (6-(2-Methoxyethoxy)-1H-indole), FC1=C(C=CC=C1\C=C\[N+](=O)[O-])NC(OCC1=CC=CC=C1)=O ((E)-benzyl 2-fluoro-3-(2-nitrovinyl)phenylcarbamate). The product is FC1=C(C=CC=C1C(C[N+](=O)[O-])C1=CNC2=CC(=CC=C12)OCCOC)NC(OCC1=CC=CC=C1)=O (Benzyl 2-fluoro-3-(1-(6-(2-methoxyethoxy)-1H-indol-3-yl)-2-nitroethyl)phenylcarbamate). Reactants: COC(=O)c1ccc(-c2cnc(N)c(OS(=O)(=O)c3ccc(C)cc3)c2)cc1, CCOC(C)=O, CC(O)c1cccc(F)c1C(F)(F)F, [H-], [Na+], CN(C)C=O, O. Product: COC(=O)c1ccc(-c2cnc(N)c(OC(C)c3cccc(F)c3C(F)(F)F)c2)cc1. Reaction SMILES: [CH3:17][O:18][C:19]([c:20]1[cH:21][cH:22][c:23](-[c:26]2[cH:27][n:28][c:29]([NH2:43])[c:30]([O:32][S:33]([c:34]3[cH:35][cH:36][c:37]([CH3:38])[cH:39][cH:40]3)(=[O:41])=[O:42])[cH:31]2)[cH:24][cH:25]1)=[O:44].[CH3:50][CH2:51][O:52][C:53]([CH3:54])=[O:55].[F:1][c:2]1[c:3]([C:11]([F:12])([F:13])[F:14])[c:4]([CH:8]([CH3:9])[OH:10])[cH:5][cH:6][cH:7]1.[H-:16].[Na+:15].[O:45]=[CH:46][N:47]([CH3:48])[CH3:49].[OH2:56]>>[F:1][c:2]1[c:3]([C:11]([F:12])([F:13])[F:14])[c:4]([CH:8]([CH3:9])[O:10][c:30]2[c:29]([NH2:43])[n:28][cH:27][c:26](-[c:23]3[cH:22][cH:21][c:20]([C:19]([O:18][CH3:17])=[O:44])[cH:25][cH:24]3)[cH:31]2)[cH:5][cH:6][cH:7]1. Starting materials: BrCC(F)F (2-bromo-1,1-difluoro-ethane), COC=1C=C(C(=O)NCC2=CC(=CC=C2)C(NC2=CC=C3CCNCC3=C2)=O)C=CC1OC (3,4-dimethoxy-N-[3-(1,2,3,4-tetrahydro-isoquinolin-7-ylcarbamoyl)-benzyl]-benzamide), C(=O)([O-])[O-].[K+].[K+] (K2CO3). The solvent is CN(C)C=O (DMF). Run at time 8 hour. Product: FC(CN1CC2=CC(=CC=C2CC1)NC(=O)C=1C=C(CNC(C2=CC(=C(C=C2)OC)OC)=O)C=CC1)F (N-{3-[2-(2,2-Difluoro-ethyl)-1,2,3,4-tetrahydro-isoquinolin-7-ylcarbamoyl]-benzyl}-3,4-dimethoxy-benzamide). RXN SMILES: [CH3:1][O:2][C:3]1[CH:4]=[C:5]([CH:29]=[CH:30][C:31]=1[O:32][CH3:33])[C:6]([NH:8][CH2:9][C:10]1[CH:15]=[CH:14][CH:13]=[C:12]([C:16](=[O:28])[NH:17][C:18]2[CH:27]=[C:26]3[C:21]([CH2:22][CH2:23][NH:24][CH2:25]3)=[CH:20][CH:19]=2)[CH:11]=1)=[O:7].Br[CH2:35][CH:36]([F:38])[F:37].C([O-])([O-])=O.[K+].[K+]>CN(C=O)C>[F:37][CH:36]([F:38])[CH2:35][N:24]1[CH2:23][CH2:22][C:21]2[C:26](=[CH:27][C:18]([NH:17][C:16]([C:12]3[CH:11]=[C:10]([CH:15]=[CH:14][CH:13]=3)[CH2:9][NH:8][C:6](=[O:7])[C:5]3[CH:29]=[CH:30][C:31]([O:32][CH3:33])=[C:3]([O:2][CH3:1])[CH:4]=3)=[O:28])=[CH:19][CH:20]=2)[CH2:25]1 |f:2.3.4|. Procedure: Dissolved 3,4-dimethoxy-N-[3-(1,2,3,4-tetrahydro-isoquinolin-7-ylcarbamoyl)-benzyl]-benzamide (50.0 mg, 0.12 mmol) in 1 mL of DMF. Added 2-bromo-1,1-difluoro-ethane and (0.02 mL, 0.20 mmol) K2CO3 (50.0 mg, 0.36 mmol). The mixture was stirred at room temperature overnight. LC-MS indicated low conversion to alkylated product. Heated the mixture to 60° C. for 8 h with continued low conversion, thereafter it was heated to 75° C. for 48 h. LC-MS indicated the desired product. Dissolved in 5 mL of DMF... The reactants are C1CCOC1, COC(C)(C)c1cccnc1CN(Cc1ncc(C)cc1C)C1CCNCC1, O=C(NO)Oc1ccccc1. The product is COC(C)(C)c1cccnc1CN(Cc1ncc(C)cc1C)C1CCN(C(=O)NO)CC1. Reaction SMILES: [CH2:40]1[O:41][CH2:42][CH2:43][CH2:44]1.[CH3:1][c:2]1[c:3]([CH2:9][N:10]([CH:11]2[CH2:12][CH2:13][NH:14][CH2:15][CH2:16]2)[CH2:17][c:18]2[n:19][cH:20][cH:21][cH:22][c:23]2[C:24]([CH3:25])([CH3:26])[O:27][CH3:28])[n:4][cH:5][c:6]([CH3:8])[cH:7]1.[O:29]([c:31]1[cH:32][cH:33][cH:34][cH:35][cH:37]1)[C:36](=[O:30])[NH:38][OH:39]>>[CH3:1][c:2]1[c:3]([CH2:9][N:10]([CH:11]2[CH2:12][CH2:13][N:14]([C:36](=[O:29])[NH:38][OH:39])[CH2:15][CH2:16]2)[CH2:17][c:18]2[n:19][cH:20][cH:21][cH:22][c:23]2[C:24]([CH3:25])([CH3:26])[O:27][CH3:28])[n:4][cH:5][c:6]([CH3:8])[cH:7]1. The reactants are [Si](C)(C)(C(C)(C)C)OCC(C)=O (1-(tert-butyldimethylsilyloxy)propan-2-one), Ti(OEt)4, CC(C)(C)S(=O)N (2-methylpropane-2-sulfinamide). The solvent is [Cl-].[Na+].O (brine), C1CCOC1 (THF). Reaction conditions: temperature 70 celsius. Product: [Si](C)(C)(C(C)(C)C)OC\C(\C)=N\S(=O)C(C)(C)C ((E)-N-(1-(tert-butyldimethylsilyloxy)propan-2-ylidene)-2-methylpropane-2-sulfinamide). Yield: 65.2%. As a reaction SMILES: [Si:1]([O:8][CH2:9][C:10](=O)[CH3:11])([C:4]([CH3:7])([CH3:6])[CH3:5])([CH3:3])[CH3:2].[CH3:13][C:14]([S:17]([NH2:19])=[O:18])([CH3:16])[CH3:15]>C1COCC1.[Cl-].[Na+].O>[Si:1]([O:8][CH2:9]/[C:10](=[N:19]/[S:17]([C:14]([CH3:16])([CH3:15])[CH3:13])=[O:18])/[CH3:11])([C:4]([CH3:7])([CH3:6])[CH3:5])([CH3:3])[CH3:2] |f:3.4.5|. Procedure details: 1-(tert-butyldimethylsilyloxy)propan-2-one (188 mg, 1.0 mmol) and Ti(OEt)4 (0.52 mL, 2.5 mmol) were dissolved in THF (5 mL). Then 2-methylpropane-2-sulfinamide (121 mg, 1.0 mmol) was added to the mixture under nitrogen atmosphere. The mixture was heated to 70° C. for 2 h. The mixture was poured into brine and filtered through a plug of Celite. The organic layer was concentrated and purified by silica gel chromatography using PE/EA (5/1) to give product the title compound (190 mg, 65%). EDI-MS (M... Reactants: [BH4-], C1CCOC1, CC(C)O, O=C1c2ccccc2C(=O)N1Cc1cc(Cl)ccc1OCc1ccns1, [Na+], O. Product: NCc1cc(Cl)ccc1OCc1ccns1. Reaction SMILES: [BH4-:32].[CH2:34]1[O:35][CH2:36][CH2:37][CH2:38]1.[CH3:27][CH:28]([OH:29])[CH3:30].[Cl:1][c:2]1[cH:3][cH:4][c:5]([O:20][CH2:21][c:22]2[cH:23][cH:24][n:25][s:26]2)[c:6]([CH2:7][N:8]2[C:9](=[O:10])[c:11]3[c:12]([cH:13][cH:14][cH:15][cH:16]3)[C:17]2=[O:18])[cH:19]1.[Na+:33].[OH2:31]>>[Cl:1][c:2]1[cH:3][cH:4][c:5]([O:20][CH2:21][c:22]2[cH:23][cH:24][n:25][s:26]2)[c:6]([CH2:7][NH2:8])[cH:19]1. Starting materials: C(C1=CC=CC=C1)OCN1C(C(=C(C1=O)C1=CN(C2=NC=CC=C21)[C@H]2[C@H](OC(C)=O)[C@@H](OC(C)=O)[C@H](OC(C)=O)[C@H](O2)COC(C)=O)C2=CNC1=CC=CC=C21)=O (1-[(benzyloxy)methyl]-3-(1H-indol-3-yl)-4-[1-(2,3,4,6-tetra-O-acetyl-β-D-glucopyranosyl)-1H-pyrrolo[2,3-b]pyrid-3-yl]-1H-pyrrole-2,5-dione), II (iodine). The reagents and catalysts are [Hg] (mercury). Solvent: C1=CC=CC=C1 (benzene), C(C)(=O)OCC (ethyl acetate). Run at time 30 minute. The product is C(C1=CC=CC=C1)OCN1C(C=2C3=C(C=4NC5=CC=CC=C5C4C2C1=O)N(C1=C3C=CC=N1)[C@H]1[C@H](OC(C)=O)[C@@H](OC(C)=O)[C@H](OC(C)=O)[C@H](O1)COC(C)=O)=O (6-[(benzyloxy)methyl]-13-(2,3,4,6-tetra-O-acetyl-β-D-gluco-pyranosyl)-12,13-dihydro-5H-pyrido[3′,2′:4,5]pyrrolo[2,3-a]-pyrrolo[3,4-c]carbazole-5,7(6H)-dione). As a reaction SMILES: [CH2:1]([O:8][CH2:9][N:10]1[C:14](=[O:15])[C:13]([C:16]2[C:24]3[C:19](=[N:20][CH:21]=[CH:22][CH:23]=3)[N:18]([C@@H:25]3[O:42][C@H:41]([CH2:43][O:44][C:45](=[O:47])[CH3:46])[C@@H:36]([O:37][C:38](=[O:40])[CH3:39])[C@H:31]([O:32][C:33](=[O:35])[CH3:34])[C@H:26]3[O:27][C:28](=[O:30])[CH3:29])[CH:17]=2)=[C:12]([C:48]2[C:56]3[C:51](=[CH:52][CH:53]=[CH:54][CH:55]=3)[NH:50][CH:49]=2)[C:11]1=[O:57])[C:2]1[CH:7]=[CH:6][CH:5]=[CH:4][CH:3]=1.II>C1C=CC=CC=1.C(OCC)(=O)C.[Hg]>[CH2:1]([O:8][CH2:9][N:10]1[C:11](=[O:57])[C:12]2[C:48]3[C:56]4[C:51](=[CH:52][CH:53]=[CH:54][CH:55]=4)[NH:50][C:49]=3[C:17]3[N:18]([C@@H:25]4[O:42][C@H:41]([CH2:43][O:44][C:45](=[O:47])[CH3:46])[C@@H:36]([O:37][C:38](=[O:40])[CH3:39])[C@H:31]([O:32][C:33](=[O:35])[CH3:34])[C@H:26]4[O:27][C:28](=[O:30])[CH3:29])[C:19]4[N:20]=[CH:21][CH:22]=[CH:23][C:24]=4[C:16]=3[C:13]=2[C:14]1=[O:15])[C:2]1[CH:7]=[CH:6][CH:5]=[CH:4][CH:3]=1. Procedure details: To a solution of the compound of Example 1b (0.409 mmol), dissolved in 500 ml of benzene, there is added iodine (4.90 mmol). The mixture is irradiated in a quartz reactor equipped with an immersible medium-pressure mercury-vapour U.V. lamp of 400 W for 1 hour 30 minutes. The solvent is evaporated off; the crude reaction product is taken up in ethyl acetate and washed with aqueous sodium thiosulphite solution and then with saturated aqueous sodium chloride solution. The organic phase is dried ove... Starting materials: N#Cc1cccc(C(=O)Cl)c1, ClCCCl, COC(=O)c1csc(N)n1. Product: COC(=O)c1csc(NC(=O)c2cccc(C#N)c2)n1, Cl. Reaction SMILES: [C:1](#[N:2])[c:3]1[cH:4][c:5]([C:6](=[O:7])[Cl:8])[cH:9][cH:10][cH:11]1.[Cl:22][CH2:23][CH2:24][Cl:25].[NH2:12][c:13]1[s:14][cH:15][c:16]([C:18](=[O:19])[O:20][CH3:21])[n:17]1>>[C:1](#[N:2])[c:3]1[cH:4][c:5]([C:6](=[O:7])[NH:12][c:13]2[s:14][cH:15][c:16]([C:18](=[O:19])[O:20][CH3:21])[n:17]2)[cH:9][cH:10][cH:11]1.[ClH:8]. Starting materials: C=C(c1ccc(C(=O)OC)cc1)C(O)(Cn1cncn1)c1ccc(F)cc1F, CN(C)C=O, O=C(Cl)C(=O)Cl, ClCCl, NNC(N)=S, [Na+], [Na+], O=C([O-])[O-]. The product is C=C(c1ccc(C(=O)NNC(N)=S)cc1)C(O)(Cn1cncn1)c1ccc(F)cc1F. As a reaction SMILES: [CH3:1][O:2][C:3]([c:4]1[cH:5][cH:6][c:7]([C:10]([C:11]([CH2:12][n:13]2[n:14][cH:15][n:16][cH:17]2)([OH:18])[c:19]2[c:20]([F:26])[cH:21][c:22]([F:25])[cH:23][cH:24]2)=[CH2:27])[cH:8][cH:9]1)=[O:28].[CH3:49][N:50]([CH3:51])[CH:52]=[O:53].[Cl:29][C:30]([C:31]([Cl:32])=[O:33])=[O:34].[Cl:46][CH2:47][Cl:48].[NH2:35][NH:36][C:37](=[S:38])[NH2:39].[Na+:40].[Na+:41].[O-:42][C:43](=[O:44])[O-:45]>>[O:2]=[C:3]([c:4]1[cH:5][cH:6][c:7]([C:10]([C:11]([CH2:12][n:13]2[n:14][cH:15][n:16][cH:17]2)([OH:18])[c:19]2[c:20]([F:26])[cH:21][c:22]([F:25])[cH:23][cH:24]2)=[CH2:27])[cH:8][cH:9]1)[NH:35][NH:36][C:37](=[S:38])[NH2:39].